Dataset: the Open Reaction Database (ORD), a public repository of structured organic reaction records. Task: describe an organic reaction: reactants, conditions, products, and yield Reactants: COc1cc2ccncc2cc1Br, O=C([O-])[O-], CN(C)C=O, [K+], [K+], OB(O)c1cccnc1. Product: COc1cc2ccncc2cc1-c1cccnc1. As a reaction SMILES: [Br:1][c:2]1[c:3]([O:12][CH3:13])[cH:4][c:5]2[cH:6][cH:7][n:8][cH:9][c:10]2[cH:11]1.[C:23](=[O:24])([O-:25])[O-:26].[CH3:29][N:30]([CH3:31])[CH:32]=[O:33].[K+:27].[K+:28].[n:14]1[cH:15][c:16]([B:20]([OH:21])[OH:22])[cH:17][cH:18][cH:19]1>>[c:2]1(-[c:16]2[cH:15][n:14][cH:19][cH:18][cH:17]2)[c:3]([O:12][CH3:13])[cH:4][c:5]2[cH:6][cH:7][n:8][cH:9][c:10]2[cH:11]1.